This data is from the Open Reaction Database (ORD), a public repository of structured organic reaction records. The task is: describe an organic reaction: reactants, conditions, products, and yield The reactants are C(C)N(CCCCNC(=O)CN(C(C(F)(F)F)=O)CC1=NC=CC(=C1)C(=O)OCC)CC (ethyl 2-{[N-({[4-(diethylamino)butyl]carbamoyl}methyl)-2,2,2-trifluoroacetamido]methyl}pyridine-4-carboxylate), [BH4-].[Na+] (NaBH4). Yields the product C(C)N(CCCCNC(CNCC1=NC=CC(=C1)CO)=O)CC (N-[4-(Diethylamino)butyl]-2-({[4-(hydroxymethyl)pyridin-2-yl]methyl}amino)acetamide). RXN SMILES: [CH2:1]([N:3]([CH2:31][CH3:32])[CH2:4][CH2:5][CH2:6][CH2:7][NH:8][C:9]([CH2:11][N:12]([CH2:19][C:20]1[CH:25]=[C:24]([C:26](OCC)=[O:27])[CH:23]=[CH:22][N:21]=1)C(=O)C(F)(F)F)=[O:10])[CH3:2].[BH4-].[Na+]>>[CH2:31]([N:3]([CH2:1][CH3:2])[CH2:4][CH2:5][CH2:6][CH2:7][NH:8][C:9](=[O:10])[CH2:11][NH:12][CH2:19][C:20]1[CH:25]=[C:24]([CH2:26][OH:27])[CH:23]=[CH:22][N:21]=1)[CH3:32] |f:1.2|. Procedure: Prepared by General Procedure U from ethyl 2-{[N-({[4-(diethylamino)butyl]carbamoyl}methyl)-2,2,2-trifluoroacetamido]methyl}pyridine-4-carboxylate, using 5 equivalents of NaBH4. Purification by column chromatography with (10% MeOH and 1% NH4OH in DCM) gave the title product as light yellow oil. 1H NMR (300 MHz, methanol-d4): δ ppm 8.45 (d, 1H), 7.47 (s, 1H), 7.31 (d, 1H), 4.68 (s, 2H), 3.88 (s, 2H), 3.28 (m, 4H), 2.59 (q, 4H), 2.51 (m, 2H), 1.52 (m, 4H), 1.05 (t, 6H). Reactants: C1(CCCC1)C(C(=O)OC1CN(CC1)C)(O)C1=CC=CC=C1 (N-Methyl-3-pyrrolidinyl cyclopentylmandelate), BrCC(=O)OCC (ethyl bromoacetate), crude product, C(C)OCC (ethyl ether). Run in C(C)#N (acetonitrile), C(CCl)Cl (ethylene chloride). Reaction conditions: time 2 hour. The product is [Br-].C1(CCCC1)C(C(=O)OC1C[N+](CC1)(C)CC(=O)OCC)(O)C1=CC=CC=C1 (3-(2-Cyclopentyl-2-phenyl-2-hydroxyacetoxy)-1-(ethoxycarbonylmethyl)-1-methylpyrrolidinium bromide), product. The yield is 79.0%. As a reaction SMILES: [CH:1]1([C:6]([C:17]2[CH:22]=[CH:21][CH:20]=[CH:19][CH:18]=2)([OH:16])[C:7]([O:9][CH:10]2[CH2:14][CH2:13][N:12]([CH3:15])[CH2:11]2)=[O:8])[CH2:5][CH2:4][CH2:3][CH2:2]1.[Br:23][CH2:24][C:25]([O:27][CH2:28][CH3:29])=[O:26].C(OCC)C>C(#N)C.C(Cl)CCl>[Br-:23].[CH:1]1([C:6]([C:17]2[CH:22]=[CH:21][CH:20]=[CH:19][CH:18]=2)([OH:16])[C:7]([O:9][CH:10]2[CH2:14][CH2:13][N+:12]([CH2:24][C:25]([O:27][CH2:28][CH3:29])=[O:26])([CH3:15])[CH2:11]2)=[O:8])[CH2:5][CH2:4][CH2:3][CH2:2]1 |f:5.6|. Procedure: To compound 4 (0.369 g, 1.22 mmol) in 10 ml of dry acetonitrile, ethyl bromoacetate (0.377 g, 2.25 mmol) was added at room temperature. The mixture was stirred for 2 h. Evaporation of acetonitrile gave a crude product. The crude product was dissolved in a small volume of ethylene chloride and then poured into 50 ml of dry ethyl ether to precipitate. This procedure was repeated three times to obtain Compound (b) as pure product (0.45 g, 79%). White powder, m.p.: 192-194° C. The reactants are CCn1nc(Nc2nc3c(cc(C(=O)N(C4CC4)C4CC4)n3CC)c3c2ncn3C)cc1C=O, CN(C)C=O, O. Yields the product CCn1nc(Nc2nc3c(cc(C(=O)N(C4CC4)C4CC4)n3CC)c3c2ncn3C)cc1C(=O)O. Reaction SMILES: [CH:1]1([N:4]([C:5](=[O:6])[c:7]2[cH:8][c:9]3[c:10]([n:11][c:12]([NH:19][c:20]4[n:21][n:22]([CH2:27][CH3:28])[c:23]([CH:25]=[O:26])[cH:24]4)[c:13]4[c:14]3[n:15]([CH3:18])[cH:16][n:17]4)[n:29]2[CH2:30][CH3:31])[CH:32]2[CH2:33][CH2:34]2)[CH2:2][CH2:3]1.[O:36]=[CH:37][N:38]([CH3:39])[CH3:40].[OH2:35]>>[CH:1]1([N:4]([C:5](=[O:6])[c:7]2[cH:8][c:9]3[c:10]([n:11][c:12]([NH:19][c:20]4[n:21][n:22]([CH2:27][CH3:28])[c:23]([C:25](=[O:26])[OH:35])[cH:24]4)[c:13]4[c:14]3[n:15]([CH3:18])[cH:16][n:17]4)[n:29]2[CH2:30][CH3:31])[CH:32]2[CH2:33][CH2:34]2)[CH2:2][CH2:3]1. The reactants are C(CCC)C1=NC2=C(N1CC1=CC=C(C=C1)C=1C(=CC=CC1)C(=O)OC(C)(C)C)C=C(C=C2)NC(=O)NCCCC (tert.butyl 4'-[(2-n-butyl-6-(n-butylaminocarbonylamino)-benzimidazol-1-yl)-methyl]biphenyl-2-carboxylate), FC(C(=O)O)(F)F (trifluoroacetic acid). Product: C(CCC)C1=NC2=C(N1CC1=CC=C(C=C1)C=1C(=CC=CC1)C(=O)O)C=C(C=C2)NC(=O)NCCCC (4'-[(2-n-Butyl-6-(n-butylaminocarbonylamino)-benzimidazol-1-yl)-methyl]biphenyl-2-carboxylic acid). RXN SMILES: [CH2:1]([C:5]1[N:9]([CH2:10][C:11]2[CH:16]=[CH:15][C:14]([C:17]3[C:18]([C:23]([O:25]C(C)(C)C)=[O:24])=[CH:19][CH:20]=[CH:21][CH:22]=3)=[CH:13][CH:12]=2)[C:8]2[CH:30]=[C:31]([NH:34][C:35]([NH:37][CH2:38][CH2:39][CH2:40][CH3:41])=[O:36])[CH:32]=[CH:33][C:7]=2[N:6]=1)[CH2:2][CH2:3][CH3:4].FC(F)(F)C(O)=O>>[CH2:1]([C:5]1[N:9]([CH2:10][C:11]2[CH:12]=[CH:13][C:14]([C:17]3[C:18]([C:23]([OH:25])=[O:24])=[CH:19][CH:20]=[CH:21][CH:22]=3)=[CH:15][CH:16]=2)[C:8]2[CH:30]=[C:31]([NH:34][C:35]([NH:37][CH2:38][CH2:39][CH2:40][CH3:41])=[O:36])[CH:32]=[CH:33][C:7]=2[N:6]=1)[CH2:2][CH2:3][CH3:4]. Procedure: Prepared in analogous manner to Example 9 from tert.butyl 4'-[(2-n-butyl-6-(n-butylaminocarbonylamino)-benzimidazol-1-yl)-methyl]biphenyl-2-carboxylate and trifluoroacetic acid.